Dataset: the Open Reaction Database (ORD), a public repository of structured organic reaction records. Task: describe an organic reaction: reactants, conditions, products, and yield The reactants are C1=CC=C(C=C1)NC2=CC=C(C=C2)NC3=CC=C(C=C3)NC4=CC=C(C=C4)N (tetraaniline), NN (hydrazine). Solvent: C(C)O (ethanol). Reaction conditions: time 2 hour. Yields the product C1=CC(=CC=C1N)NC2=CC=C(C=C2)NC3=CC=C(C=C3)N (leucoemeraldine). RXN SMILES: C1C=CC([NH:7][C:8]2[CH:13]=[CH:12][C:11]([NH:14][C:15]3[CH:20]=[CH:19][C:18]([NH:21][C:22]4[CH:27]=[CH:26][C:25]([NH2:28])=[CH:24][CH:23]=4)=[CH:17][CH:16]=3)=[CH:10][CH:9]=2)=CC=1.NN>C(O)C>[CH:13]1[C:8]([NH2:7])=[CH:9][CH:10]=[C:11]([NH:14][C:15]2[CH:20]=[CH:19][C:18]([NH:21][C:22]3[CH:27]=[CH:26][C:25]([NH2:28])=[CH:24][CH:23]=3)=[CH:17][CH:16]=2)[CH:12]=1. Reported procedure: About 5.0 g of the tetraaniline in the emeraldine oxidation state synthesized in Example 2 was dissolved in 250 ml ethanol. 10 ml of anhydrous hydrazine was added with constant magnetic stirring. The reaction system was stirred for about 2 hours. The blue precipitate was collected by vacuum filtration and washed with 100 ml cold ethanol in 3 portions. The precipitate was suspended in 700 ml ethanol containing 1 ml of phenylhydrazine which was heated to reflux for 0.5 hours. The heat was removed ... The reactants are C(C1=CC=CC=C1)(=O)OC1=CC(=CC=C1)CS(=O)C=1NC2=C(C=NC=C2)N1 (3-[(1H-Imidazo[4,5-c]pyridin-2-ylsulfinyl)methyl]phenol benzoate). Solvent: [OH-].[NH4+] (ammonium hydroxide). Run at time 0.5 hour. Product: N1C(=NC=2C=NC=CC21)S(=O)CC=2C=C(C=CC2)O (3-[(1H-Imidazo[4,5-c]pyridin-2-ylsulfinyl)methyl]phenol). As a reaction SMILES: C([O:9][C:10]1[CH:15]=[CH:14][CH:13]=[C:12]([CH2:16][S:17]([C:19]2[NH:20][C:21]3[CH:26]=[CH:25][N:24]=[CH:23][C:22]=3[N:27]=2)=[O:18])[CH:11]=1)(=O)C1C=CC=CC=1>[OH-].[NH4+]>[NH:20]1[C:21]2[CH:26]=[CH:25][N:24]=[CH:23][C:22]=2[N:27]=[C:19]1[S:17]([CH2:16][C:12]1[CH:11]=[C:10]([OH:9])[CH:15]=[CH:14][CH:13]=1)=[O:18] |f:1.2|. Procedure details: 3-[(1H-Imidazo[4,5-c]pyridin-2-ylsulfinyl)methyl]phenol benzoate (ester) (2.65 g, 0.007 mol) was dissolved in 260 mL of ammonium hydroxide. The reaction mixture was stirred for 1 1/2 hours at room temperature. The ammonia was removed in a rotary evaporator and the reaction mixture was chilled in ice. The precipitate that formed was collected on a filter and rinsed with water giving 1.70 g of product. (m.p. 224°-227° C.) (dec.). The reactants are [C-]#N, [C-]#N, CCOC(=O)c1sc(-c2cc(Br)c3ccccc3c2)nc1C, CN1CCCC1=O, O, [Zn+2], c1ccc(P(c2ccccc2)(c2ccccc2)[Pd](P(c2ccccc2)(c2ccccc2)c2ccccc2)(P(c2ccccc2)(c2ccccc2)c2ccccc2)P(c2ccccc2)(c2ccccc2)c2ccccc2)cc1. Yields the product CCOC(=O)c1sc(-c2cc(C#N)c3ccccc3c2)nc1C. As a reaction SMILES: [C-:31]#[N:32].[C-:34]#[N:35].[CH2:1]([CH3:2])[O:3][C:4](=[O:5])[c:6]1[c:7]([CH3:22])[n:8][c:9](-[c:11]2[cH:12][c:13]3[cH:14][cH:15][cH:16][cH:17][c:18]3[c:19]([Br:21])[cH:20]2)[s:10]1.[CH3:24][N:25]1[CH2:26][CH2:27][CH2:28][C:29]1=[O:30].[OH2:23].[Zn+2:33].[cH:36]1[cH:37][cH:38][c:39]([P:40]([Pd:41]([P:42]([c:43]2[cH:44][cH:45][cH:46][cH:47][cH:48]2)([c:49]2[cH:50][cH:51][cH:52][cH:53][cH:54]2)[c:55]2[cH:56][cH:57][cH:58][cH:59][cH:60]2)([P:61]([c:62]2[cH:63][cH:64][cH:65][cH:66][cH:67]2)([c:68]2[cH:69][cH:70][cH:71][cH:72][cH:73]2)[c:74]2[cH:75][cH:76][cH:77][cH:78][cH:79]2)[P:80]([c:81]2[cH:82][cH:83][cH:84][cH:85][cH:86]2)([c:87]2[cH:88][cH:89][cH:90][cH:91][cH:92]2)[c:93]2[cH:94][cH:95][cH:96][cH:97][cH:98]2)([c:99]2[cH:100][cH:101][cH:102][cH:103][cH:104]2)[c:105]2[cH:106][cH:107][cH:108][cH:109][cH:110]2)[cH:111][cH:112]1>>[CH2:1]([CH3:2])[O:3][C:4](=[O:5])[c:6]1[c:7]([CH3:22])[n:8][c:9](-[c:11]2[cH:12][c:13]3[cH:14][cH:15][cH:16][cH:17][c:18]3[c:19]([C:24]#[N:25])[cH:20]2)[s:10]1. Reactants: COc1ccc(CN(Cc2ccc(OC)cc2)C(=O)c2cccc(N3CC(c4ccc(OC)c(Oc5ccccc5C#N)c4)CC3=O)n2)cc1, O=C(O)C(F)(F)F. The product is COc1ccc(C2CC(=O)N(c3cccc(C(N)=O)n3)C2)cc1Oc1ccccc1C#N. As a reaction SMILES: [CH3:1][O:2][c:3]1[cH:4][cH:5][c:6]([CH2:7][N:8]([C:9](=[O:10])[c:11]2[n:12][c:13]([N:17]3[C:18](=[O:39])[CH2:19][CH:20]([c:22]4[cH:23][c:24]([O:30][c:31]5[c:32]([C:37]#[N:38])[cH:33][cH:34][cH:35][cH:36]5)[c:25]([O:28][CH3:29])[cH:26][cH:27]4)[CH2:21]3)[cH:14][cH:15][cH:16]2)[CH2:40][c:41]2[cH:42][cH:43][c:44]([O:45][CH3:46])[cH:47][cH:48]2)[cH:49][cH:50]1.[F:51][C:52]([F:53])([F:54])[C:55]([OH:56])=[O:57]>>[NH2:8][C:9](=[O:10])[c:11]1[n:12][c:13]([N:17]2[C:18](=[O:39])[CH2:19][CH:20]([c:22]3[cH:23][c:24]([O:30][c:31]4[c:32]([C:37]#[N:38])[cH:33][cH:34][cH:35][cH:36]4)[c:25]([O:28][CH3:29])[cH:26][cH:27]3)[CH2:21]2)[cH:14][cH:15][cH:16]1. Reactants: N1(CCCC1)C1(COC1)C#N (3-Pyrrolidin-1-yl-oxetane-3-carbonitrile), C1(CCC1)=O (cyclobutanone), N1CCCC1 (pyrrolidine). The product is N1(CCCC1)C1(CCC1)C#N (1-Pyrrolidin-1-yl-cyclobutanecarbonitrile). RXN SMILES: [N:1]1([C:6]2([C:10]#[N:11])[CH2:9]O[CH2:7]2)[CH2:5][CH2:4][CH2:3][CH2:2]1.[C:12]1(=O)CCC1.N1CCCC1>>[N:1]1([C:6]2([C:10]#[N:11])[CH2:9][CH2:12][CH2:7]2)[CH2:5][CH2:4][CH2:3][CH2:2]1. Reported procedure: The title compound, colorless liquid, MS: m/e=151.1 [(M+H)+], was prepared in accordance with the general method of intermediate A from cyclobutanone and pyrrolidine. Starting materials: [BH4-], COCCOC, CC(C)O[Ti](OC(C)C)(OC(C)C)OC(C)C, [Na+], c1ccc(C2CCNCC2)cc1. Yields the product CN1CCC(c2ccccc2)CC1. As a reaction SMILES: [BH4-:13].[CH3:15][O:16][CH2:17][CH2:18][O:19][CH3:20].[CH:21]([O:22][Ti:23]([O:24][CH:25]([CH3:26])[CH3:27])([O:28][CH:29]([CH3:30])[CH3:31])[O:32][CH:33]([CH3:34])[CH3:35])([CH3:36])[CH3:37].[Na+:14].[c:1]1([CH:7]2[CH2:8][CH2:9][NH:10][CH2:11][CH2:12]2)[cH:2][cH:3][cH:4][cH:5][cH:6]1>>[c:1]1([CH:7]2[CH2:8][CH2:9][N:10]([CH3:15])[CH2:11][CH2:12]2)[cH:2][cH:3][cH:4][cH:5][cH:6]1. Reactants: CN(CC(=O)N1[C@@H](CC2=CC(=C(C=C12)NC=1N=C(C2=C(N1)N(C=C2)S(=O)(=O)C2=CC=C(C=C2)C)NC2=C(C(=O)N)C(=CC=C2)F)OC)C)C (2-({2-{[(2R)-1-(N,N-dimethylglycyl)-2-methyl-5-(methyloxy)-2,3-dihydro-1H-indol-6-yl]amino}-7-[(4-methylphenyl)sulfonyl]-7H-pyrrolo[2,3-d]pyrimidin-4-yl}amino)-6-fluorobenzamide), [OH-].[Na+] (NaOH), [Na+].[Cl-] (NaCl). Run in CCOC(=O)C (EtOAc), O1CCOCC1 (dioxane). The product is CN(CC(=O)N1[C@@H](CC2=CC(=C(C=C12)NC1=NC(=C2C(N1)=NC=C2)NC2=C(C(=O)N)C(=CC=C2)F)OC)C)C (2-[(2-{[(2R)-1-(N,N-dimethylglycyl)-2-methyl-5-(methyloxy)-2,3-dihydro-1H-indol-6-yl]amino}-1H-pyrrolo[2,3-d]pyrimidin-4-yl)amino]-6-fluorobenzamide). The yield is 75.0%. Reaction SMILES: [CH3:1][N:2]([CH3:49])[CH2:3][C:4]([N:6]1[C:14]2[C:9](=[CH:10][C:11]([O:46][CH3:47])=[C:12]([NH:15][C:16]3[N:17]=[C:18]([NH:35][C:36]4[CH:44]=[CH:43][CH:42]=[C:41]([F:45])[C:37]=4[C:38]([NH2:40])=[O:39])[C:19]4[CH:24]=[CH:23][N:22](S(C5C=CC(C)=CC=5)(=O)=O)[C:20]=4[N:21]=3)[CH:13]=2)[CH2:8][C@H:7]1[CH3:48])=[O:5].[OH-].[Na+].[Na+].[Cl-]>O1CCOCC1.CCOC(C)=O>[CH3:1][N:2]([CH3:49])[CH2:3][C:4]([N:6]1[C:14]2[C:9](=[CH:10][C:11]([O:46][CH3:47])=[C:12]([NH:15][C:16]3[NH:21][C:20]4=[N:22][CH:23]=[CH:24][C:19]4=[C:18]([NH:35][C:36]4[CH:44]=[CH:43][CH:42]=[C:41]([F:45])[C:37]=4[C:38]([NH2:40])=[O:39])[N:17]=3)[CH:13]=2)[CH2:8][C@H:7]1[CH3:48])=[O:5] |f:1.2,3.4|. Reported procedure: A solution of 2-({2-{[(2R)-1-(N,N-dimethylglycyl)-2-methyl-5-(methyloxy)-2,3-dihydro-1H-indol-6-yl]amino}-7-[(4-methylphenyl)sulfonyl]-7H-pyrrolo[2,3-d]pyrimidin-4-yl}amino)-6-fluorobenzamide (246 mg, 0.358 mmol) in dioxane (10 mL) and a 2M aqueous NaOH solution (2 mL) was heated at 80° C. for 5 h. The resulting mixture was allowed to cool to rt, diluted with EtOAc (50 mL) and a saturated NaCl solution (10 mL). The organic layer was concentrated onto Celite and purified by silica gel chromatogra...